Dataset: the Open Reaction Database (ORD), a public repository of structured organic reaction records. Task: describe an organic reaction: reactants, conditions, products, and yield RXN SMILES: [CH:1]([C:3]1[C:4]([F:16])=[CH:5][N:6]=[C:7]2[C:12]=1[N:11]=[C:10]([O:13][CH3:14])[CH:9]=[C:8]2F)=[CH2:2].[NH:17]1[CH2:21][CH2:20][C@H:19]([CH2:22][NH:23][CH2:24][C:25]2[CH:26]=[CH:27][C:28]3[O:29][CH2:30][C:31](=[O:35])N[C:33]=3[N:34]=2)[CH2:18]1>>[O:35]1[C:27]2[CH:26]=[C:25]([CH2:24][NH:23][CH2:22][C@@H:19]3[CH2:20][CH2:21][N:17]([CH2:2][CH2:1][C:3]4[C:12]5[C:7](=[CH:8][CH:9]=[C:10]([O:13][CH3:14])[N:11]=5)[N:6]=[CH:5][C:4]=4[F:16])[CH2:18]3)[N:34]=[CH:33][C:28]=2[O:29][CH2:30][CH2:31]1. Yields the product O1CCOC=2C=NC(=CC21)CNC[C@H]2CN(CC2)CCC2=C(C=NC1=CC=C(N=C21)OC)F ((2,3-dihydro[1,4]dioxino[2,3-c]pyridin-7-ylmethyl)[((3S)-1-{2-[3-fluoro-6-(methyloxy)-1,5-naphthyridin-4-yl]ethyl}-3-pyrrolidinyl)methyl]amine). Starting materials: C(=C)C=1C(=CN=C2C(=CC(=NC12)OC)F)F (8-ethenyl-4,7-difluoro-2-(methyloxy)-1,5-naphthyridine), N1C[C@H](CC1)CNCC=1C=CC=2OCC(NC2N1)=O (6-({[(3S)-3-pyrrolidinylmethyl]amino}methyl)-2H-pyrido[3,2-b][1,4]oxazin-3(4H)-one). Procedure: Prepared essentially according to the procedure for Example 22, except substituting 8-ethenyl-7-fluoro-2-(methyloxy)-1,5-naphthyridine (143 mg, 0.70 mmole) for 8-ethenyl-4,7-difluoro-2-(methyloxy)-1,5-naphthyridine, and substituting 2,3-dihydro[1,4]dioxino[2,3-c]pyridine-7-carbaldehyde (115 mg, 0.70 mmole) for 6-({[(3S)-3-pyrrolidinylmethyl]amino}methyl)-2H-pyrido[3,2-b][1,4]oxazin-3(4H)-one, the title compound was prepared as an orange hygroscopic solid: LC/MS (ES) m/e 454 (M+H)+; 1H NMR (DMSO,... Reactants: CC(C)(C)Cn1c(CN2CCC(=O)CC2)cc2cnc(C#N)nc21, ClCCl, NO, c1ccncc1. Product: CC(C)(C)Cn1c(CN2CCC(=NO)CC2)cc2cnc(C#N)nc21. As a reaction SMILES: [CH3:1][C:2]([CH2:3][n:4]1[c:5]([CH2:15][N:16]2[CH2:17][CH2:18][C:19](=[O:22])[CH2:20][CH2:21]2)[cH:6][c:7]2[c:8]1[n:9][c:10]([C:13]#[N:14])[n:11][cH:12]2)([CH3:23])[CH3:24].[Cl:33][CH2:34][Cl:35].[NH2:31][OH:32].[cH:25]1[cH:26][cH:27][n:28][cH:29][cH:30]1>>[CH3:1][C:2]([CH2:3][n:4]1[c:5]([CH2:15][N:16]2[CH2:17][CH2:18][C:19](=[N:31][OH:32])[CH2:20][CH2:21]2)[cH:6][c:7]2[c:8]1[n:9][c:10]([C:13]#[N:14])[n:11][cH:12]2)([CH3:23])[CH3:24]. The reactants are CC(C)C(NC(=O)OCc1ccccc1)C(=O)Nc1ccncc1C(=O)O, ClCCCl, ClCCl, NCc1ccccc1. The product is CC(C)C(NC(=O)OCc1ccccc1)C(=O)Nc1ccncc1C(=O)NCc1ccccc1. Reaction SMILES: [CH2:1]([c:2]1[cH:3][cH:4][cH:5][cH:6][cH:7]1)[O:8][C:9](=[O:10])[NH:11][CH:12]([C:13](=[O:14])[NH:15][c:16]1[cH:17][cH:18][n:19][cH:20][c:21]1[C:22](=[O:23])[OH:24])[CH:25]([CH3:26])[CH3:27].[CH2:28]([Cl:29])[CH2:30][Cl:31].[Cl:40][CH2:41][Cl:42].[NH2:32][CH2:33][c:34]1[cH:35][cH:36][cH:37][cH:38][cH:39]1>>[CH2:1]([c:2]1[cH:3][cH:4][cH:5][cH:6][cH:7]1)[O:8][C:9](=[O:10])[NH:11][CH:12]([C:13](=[O:14])[NH:15][c:16]1[cH:17][cH:18][n:19][cH:20][c:21]1[C:22](=[O:24])[NH:32][CH2:33][c:34]1[cH:35][cH:36][cH:37][cH:38][cH:39]1)[CH:25]([CH3:26])[CH3:27]. The reactants are [BH4-], CC(=O)O, CO, CS(=O)(=O)OC1CC(c2csc(C=O)n2)N(C(=O)OCc2ccc([N+](=O)[O-])cc2)C1, [Na+], C1CCOC1. Yields the product CS(=O)(=O)OC1CC(c2csc(CO)n2)N(C(=O)OCc2ccc([N+](=O)[O-])cc2)C1. RXN SMILES: [BH4-:31].[CH3:33][C:34](=[O:35])[OH:36].[CH3:37][OH:38].[CH:1](=[O:2])[c:3]1[s:4][cH:5][c:6]([CH:8]2[N:9]([C:18](=[O:19])[O:20][CH2:21][c:22]3[cH:23][cH:24][c:25]([N+:28](=[O:29])[O-:30])[cH:26][cH:27]3)[CH2:10][CH:11]([O:13][S:14](=[O:15])(=[O:16])[CH3:17])[CH2:12]2)[n:7]1.[Na+:32].[O:39]1[CH2:40][CH2:41][CH2:42][CH2:43]1>>[CH2:1]([OH:2])[c:3]1[s:4][cH:5][c:6]([CH:8]2[N:9]([C:18](=[O:19])[O:20][CH2:21][c:22]3[cH:23][cH:24][c:25]([N+:28](=[O:29])[O-:30])[cH:26][cH:27]3)[CH2:10][CH:11]([O:13][S:14](=[O:15])(=[O:16])[CH3:17])[CH2:12]2)[n:7]1. Yield: 76.7%. Procedure details: 24.4 g of 4-hydroxybenzaldehyde is mixed with 50 ml of dimethylformamide, 30.4 g of cinnamyl chloride and 30.4 g of potassium carbonate. The resulting mixture is stirred in a stream of nitrogen at 100°-110° C. for 5 hours and then cooled. The cooled mixture is added to 2 l of ice water to deposit solid. The solid is separated therefrom by filtration and then washed with water until the solid becomes neutral. The washed solid is dried and then recrystallized from 200 ml of ethanol to obtain 36.4 ... Reaction conditions: time 5 hour. The reactants are OC1=CC=C(C=O)C=C1 (4-hydroxybenzaldehyde), C(C=CC1=CC=CC=C1)Cl (cinnamyl chloride), C([O-])([O-])=O.[K+].[K+] (potassium carbonate), ice water. Yields the product C(C=CC1=CC=CC=C1)OC1=CC=C(C=O)C=C1 (4-cinnamyloxybenzaldehyde). RXN SMILES: [OH:1][C:2]1[CH:9]=[CH:8][C:5]([CH:6]=[O:7])=[CH:4][CH:3]=1.[CH2:10](Cl)[CH:11]=[CH:12][C:13]1[CH:18]=[CH:17][CH:16]=[CH:15][CH:14]=1.C(=O)([O-])[O-].[K+].[K+]>CN(C)C=O>[CH2:10]([O:1][C:2]1[CH:9]=[CH:8][C:5]([CH:6]=[O:7])=[CH:4][CH:3]=1)[CH:11]=[CH:12][C:13]1[CH:18]=[CH:17][CH:16]=[CH:15][CH:14]=1 |f:2.3.4|. Solvent: CN(C=O)C (dimethylformamide). Starting materials: Cl.C(C)(=O)OCC (Hydrochloric acid ethyl acetate), C(C)O (ethanol), CN1CCN(CC1)C(=O)C1=NC2=C(N1CCCCCCCCCCCCCCCCCC)C=CC=C2 (2-[(4-methylpiperazinyl)carbonyl]-1-octadecyl-1H-benzimidazole). Solvent: C(C)(=O)OCC (ethyl acetate), C(C)(=O)OCC (ethyl acetate). Run at time 15 minute. The product is Cl.CN1CCN(CC1)C(=O)C1=NC2=C(N1CCCCCCCCCCCCCCCCCC)C=CC=C2 (2-[(4-Methylpiperazinyl)carbonyl]-1-octadecyl-1H-benzimidazole monohydrochloride). RXN SMILES: [ClH:1].C(OCC)(=O)C.[CH3:8][N:9]1[CH2:14][CH2:13][N:12]([C:15]([C:17]2[N:21]([CH2:22][CH2:23][CH2:24][CH2:25][CH2:26][CH2:27][CH2:28][CH2:29][CH2:30][CH2:31][CH2:32][CH2:33][CH2:34][CH2:35][CH2:36][CH2:37][CH2:38][CH3:39])[C:20]3[CH:40]=[CH:41][CH:42]=[CH:43][C:19]=3[N:18]=2)=[O:16])[CH2:11][CH2:10]1.C(O)C>C(OCC)(=O)C>[ClH:1].[CH3:8][N:9]1[CH2:10][CH2:11][N:12]([C:15]([C:17]2[N:21]([CH2:22][CH2:23][CH2:24][CH2:25][CH2:26][CH2:27][CH2:28][CH2:29][CH2:30][CH2:31][CH2:32][CH2:33][CH2:34][CH2:35][CH2:36][CH2:37][CH2:38][CH3:39])[C:20]3[CH:40]=[CH:41][CH:42]=[CH:43][C:19]=3[N:18]=2)=[O:16])[CH2:13][CH2:14]1 |f:0.1,5.6|. Procedure: 4N Hydrochloric acid/ethyl acetate solution (0.18 ml) was added to a solution containing 2-[(4-methylpiperazinyl)carbonyl]-1-octadecyl-1H-benzimidazole (0.348 g) in ethyl acetate (4 ml) and the mixture was stirred for 15 minutes at room temperature. The reaction mixture, with ethanol (1 ml) and ethyl acetate (4 ml) added thereto, was dissolved by heating, and then cooled with ice. The depositing crystals were collected by filtration, thereby yielding the entitled compound (0.318 g) as white soli... Reactants: C1(=CC=CC=C1)C1CC(CC(C1)=O)=O (5-phenylcyclohexane-1,3-dione), [H-].[Na+] (sodium hydride), ClCC(C)=O (chloroacetone). Solvent: C(C)O (ethanol). Conditions: time 20 minute. Product: CC1=COC2=C1C(CC(C2)C2=CC=CC=C2)=O (3-methyl-6-phenyl-4,5,6,7-tetrahydrobenzofuran-4-one). The yield is 15.0%. As a reaction SMILES: [H-].[Na+].[C:3]1([CH:9]2[CH2:14][C:13](=[O:15])[CH2:12][C:11](=[O:16])[CH2:10]2)[CH:8]=[CH:7][CH:6]=[CH:5][CH:4]=1.Cl[CH2:18][C:19](=O)[CH3:20]>C(O)C>[CH3:20][C:19]1[C:12]2[C:13](=[O:15])[CH2:14][CH:9]([C:3]3[CH:4]=[CH:5][CH:6]=[CH:7][CH:8]=3)[CH2:10][C:11]=2[O:16][CH:18]=1 |f:0.1|. Procedure: To 60% sodium hydride (0.22 g, washed with hexane thrice) was added ethanol (30 ml). To the mixture was added 5-phenylcyclohexane-1,3-dione (1.0 g) and then was added chloroacetone (0.49 g) at 0° C., and the mixture was stirred at room temperature for 20 minutes and refluxed for 13 hours. Under reduced pressure, the solvent was evaporated, and the residue was dissolved in ethyl acetate. The solution was washed with water and saturated brine, dried with magnesium sulfate and concentrated under re... Starting materials: CO, CC(C#N)N1CCC(C(=O)c2ccc(F)cc2)CC1, [H][H], N. Yields the product CC(CN)N1CCC(C(=O)c2ccc(F)cc2)CC1. Reaction SMILES: [CH3:23][OH:24].[F:1][c:2]1[cH:3][cH:4][c:5]([C:6](=[O:7])[CH:8]2[CH2:9][CH2:10][N:11]([CH:14]([C:15]#[N:16])[CH3:17])[CH2:12][CH2:13]2)[cH:18][cH:19]1.[H:21][H:22].[NH3:20]>>[F:1][c:2]1[cH:3][cH:4][c:5]([C:6](=[O:7])[CH:8]2[CH2:9][CH2:10][N:11]([CH:14]([CH2:15][NH2:16])[CH3:17])[CH2:12][CH2:13]2)[cH:18][cH:19]1. Reactants: ice, OC1=CC=C(C=C1)C(=CC1=CC=C(C=C1)O)C (4,4'-dihydroxy-alpha-methylstilbene), OC1=CC=C(C=C1)C(=CC1=CC=C(C=C1)O)C (4,4'-dihydroxy-alpha-methylstilbene), N1=CC=CC=C1 (pyridine), resultant solution, Trimellitic anhydride chloride, C1=CC=C(C(=C1)C2=CC(=CC=C2)O)O (diphenol). Run in O1CCOCC1 (1,4-dioxane), O1CCOCC1 (1,4-dioxane). Conditions: temperature 19 celsius, time 70 minute. Yields the product OC1(CC=C(C=C1)C(=CC1=CC=CC=C1)C)O (4,4-Dihydroxy-alpha-methylstilbene). RXN SMILES: [OH:1][C:2]1[CH:7]=[CH:6][C:5]([C:8]([CH3:17])=[CH:9][C:10]2[CH:15]=[CH:14][C:13](O)=[CH:12][CH:11]=2)=[CH:4][CH:3]=1.N1C=CC=CC=1.C1C=C(C2C=CC=C([OH:36])C=2)C(O)=CC=1>O1CCOCC1>[OH:1][C:2]1([OH:36])[CH:7]=[CH:6][C:5]([C:8]([CH3:17])=[CH:9][C:10]2[CH:15]=[CH:14][CH:13]=[CH:12][CH:11]=2)=[CH:4][CH2:3]1. Procedure details: Trimellitic anhydride chloride (10.53 grams, 0.05 mole) and anhydrous 1,4-dioxane (400 milliliters) are added to a reactor and maintained under a nitrogen atmosphere with stirring to provide a solution. The resultant solution is cooled in an ice bath to 12° C., then a solution of 4,4'-dihydroxy-alpha-methylstilbene (5.66 grams, 0.05 hydroxyl equivalent), anhydrous 1,4-dioxane (50 milliliters) and pyridine (0.05 mole, 3.96 grams) is added dropwise to the reactor from a pressure equalizing additio...